Dataset: the Open Reaction Database (ORD), a public repository of structured organic reaction records. Task: describe an organic reaction: reactants, conditions, products, and yield Reactants: O=C1N(C2=CC=CC=C2C12COC=1C2=CC2=C(OCO2)C1)CC1=CC=C(C=C1)N[C@H]1CN(CC1)C(=O)OC(C)(C)C (tert-butyl (3R)-3-({4-[(2′-oxospiro[furo[2,3-f][1,3]benzodioxole-7,3′-indol]-1′(2′H)-yl)methyl]phenyl}-amino)pyrrolidine-1-carboxylate), FC(C(=O)O)(F)F (trifluoroacetic acid), [OH-].[Na+] (sodium hydroxide). The solvent is ClCCl (dichloromethane). Yields the product N1C[C@@H](CC1)NC1=CC=C(CN2C(C3(C4=CC=CC=C24)COC=2C3=CC3=C(OCO3)C2)=O)C=C1 (1′-{4-[(3R)-pyrrolidin-3-ylamino]benzyl}spiro[furo[2,3-f][1,3]benzodioxole-7,3′-indol]-2′(1′H)-one). The yield is 79.4%. RXN SMILES: [O:1]=[C:2]1[C:10]2([C:14]3=[CH:15][C:16]4[O:20][CH2:19][O:18][C:17]=4[CH:21]=[C:13]3[O:12][CH2:11]2)[C:9]2[C:4](=[CH:5][CH:6]=[CH:7][CH:8]=2)[N:3]1[CH2:22][C:23]1[CH:28]=[CH:27][C:26]([NH:29][C@@H:30]2[CH2:34][CH2:33][N:32](C(OC(C)(C)C)=O)[CH2:31]2)=[CH:25][CH:24]=1.FC(F)(F)C(O)=O.[OH-].[Na+]>ClCCl>[NH:32]1[CH2:33][CH2:34][C@@H:30]([NH:29][C:26]2[CH:25]=[CH:24][C:23]([CH2:22][N:3]3[C:4]4[C:9](=[CH:8][CH:7]=[CH:6][CH:5]=4)[C:10]4([C:14]5=[CH:15][C:16]6[O:20][CH2:19][O:18][C:17]=6[CH:21]=[C:13]5[O:12][CH2:11]4)[C:2]3=[O:1])=[CH:28][CH:27]=2)[CH2:31]1 |f:2.3|. Reported procedure: A solution of tert-butyl (3R)-3-({4-[(2′-oxospiro[furo[2,3-f][1,3]benzodioxole-7,3′-indol]-1′(2′H)-yl)methyl]phenyl}-amino)pyrrolidine-1-carboxylate (0.53 g, 0.94 mmol) and trifluoroacetic acid (1 mL) in dichloromethane (5 mL) was stirred at ambient temperature for 70 min. The reaction was made basic with 1 M sodium hydroxide (50 mL) and extracted with dichloromethane (4×30 mL). The combined organic solution was dried over sodium sulfate, filtered and concentrated under reduced pressure. Purific...